describe an organic reaction: reactants, conditions, products, and yield From a dataset of the Open Reaction Database (ORD), a public repository of structured organic reaction records. Reactants: ClC1=C(C=CC(=C1)Cl)C(CN1C(C=2C(C1=O)=CC=CC2)=O)=NOC (N-[2-(2,4-dichlorophenyl)-2-(methoxyimino)ethyl]phthalimide), O.NN (hydrazine monohydrate), O (water). The solvent is C(C)O (ethanol). Conditions: temperature 60 celsius, time 2 hour. The product is CON=C(CN)C1=C(C=C(C=C1)Cl)Cl (2-amino-1-(2,4-dichlorophenyl)ethanone-O-methyloxime). The yield is 83.8%. RXN SMILES: [Cl:1][C:2]1[CH:7]=[C:6]([Cl:8])[CH:5]=[CH:4][C:3]=1[C:9](=[N:22][O:23][CH3:24])[CH2:10][N:11]1C(=O)C2=CC=CC=C2C1=O.O.NN.O>C(O)C>[CH3:24][O:23][N:22]=[C:9]([C:3]1[CH:4]=[CH:5][C:6]([Cl:8])=[CH:7][C:2]=1[Cl:1])[CH2:10][NH2:11] |f:1.2|. Reported procedure: To 316 mg of N-[2-(2,4-dichlorophenyl)-2-(methoxyimino)ethyl]phthalimide in 10 ml of ethanol, 108 mg of hydrazine monohydrate was added, and the mixture was stirred at 60° C. for 2 hours. After completion of the reaction, the reaction mixture was allowed to cool to room temperature, mixed with 30 ml of water and extracted with ethyl acetate (40 ml×1). The resulting organic layer was dried over saturated aqueous sodium chloride and then anhydrous sodium sulfate, and the solvent was evaporated und... Reactants: ClC=1C=C(C=CC1F)NC1=NC=NC2=CC(=C(C=C12)N)OCCOC (N4-(3-chloro-4-fluorophenyl)-7-(2-methoxy)ethoxyquinazoline-4,6-diamine), ClC1=NC=NC2=CC(=C(C=C12)[N+](=O)[O-])OC (4-chloro-7-methoxy-6-nitro-quinazoline), BrC1=C(C(=C(N)C=C1)F)Cl (4-bromo-3-chloro-2-fluoro-aniline). Product: BrC1=C(C(=C(C=C1)NC1=NC=NC2=CC(=C(C=C12)N)OC)F)Cl (N4-(4-bromo-3-chloro-2-fluorophenyl)-7-methoxyquinazoline-4,6-diamine). RXN SMILES: ClC1C=C(NC2C3C(=CC(OCCOC)=C(N)C=3)N=CN=2)C=CC=1F.Cl[C:27]1[C:36]2[C:31](=[CH:32][C:33]([O:40][CH3:41])=[C:34]([N+:37]([O-])=O)[CH:35]=2)[N:30]=[CH:29][N:28]=1.[Br:42][C:43]1[CH:49]=[CH:48][C:46]([NH2:47])=[C:45]([F:50])[C:44]=1[Cl:51]>>[Br:42][C:43]1[CH:49]=[CH:48][C:46]([NH:47][C:27]2[C:36]3[C:31](=[CH:32][C:33]([O:40][CH3:41])=[C:34]([NH2:37])[CH:35]=3)[N:30]=[CH:29][N:28]=2)=[C:45]([F:50])[C:44]=1[Cl:51]. Reported procedure: Starting material: N4-(4-bromo-3-chloro-2-fluorophenyl)-7-methoxyquinazoline-4,6-diamine was prepared according to the same method of preparation of N4-(3-chloro-4-fluorophenyl)-7-(2-methoxy)ethoxyquinazoline-4,6-diamine in WO2008/33747, but the starting materials were 4-chloro-7-methoxy-6-nitro-quinazoline and 4-bromo-3-chloro-2-fluoro-aniline; other starting materials were prepared as example 1. Reactants: OCc1cccc(-c2ncc(Br)cn2)c1, CC1(C)OB(c2cnn(CCN3CCOCC3)c2)OC1(C)C, COCCOC, [K+], [K+], [K+], O, O, O, O=P([O-])([O-])[O-]. Product: OCc1cccc(-c2ncc(-c3cnn(CCN4CCOCC4)c3)cn2)c1. RXN SMILES: [Br:1][c:2]1[cH:3][n:4][c:5](-[c:8]2[cH:9][c:10]([CH2:14][OH:15])[cH:11][cH:12][cH:13]2)[n:6][cH:7]1.[CH3:16][C:17]1([CH3:18])[C:19]([CH3:20])([CH3:21])[O:22][B:23]([c:24]2[cH:25][n:26][n:27]([CH2:29][CH2:30][N:31]3[CH2:32][CH2:33][O:34][CH2:35][CH2:36]3)[cH:28]2)[O:37]1.[CH3:49][O:50][CH2:51][CH2:52][O:53][CH3:54].[K+:46].[K+:47].[K+:48].[OH2:38].[OH2:39].[OH2:40].[P:41]([O-:42])([O-:43])([O-:44])=[O:45]>>[c:2]1(-[c:24]2[cH:25][n:26][n:27]([CH2:29][CH2:30][N:31]3[CH2:32][CH2:33][O:34][CH2:35][CH2:36]3)[cH:28]2)[cH:3][n:4][c:5](-[c:8]2[cH:9][c:10]([CH2:14][OH:15])[cH:11][cH:12][cH:13]2)[n:6][cH:7]1. Reactants: CO, O=S(=O)(O)CCCO, NCC(c1ccccc1)c1ccccc1. The product is O=S(=O)(O)CCCNCC(c1ccccc1)c1ccccc1. As a reaction SMILES: [CH3:24][OH:25].[OH:1][CH2:2][CH2:3][CH2:4][S:5](=[O:6])(=[O:7])[OH:8].[c:9]1([CH:15]([CH2:16][NH2:17])[c:18]2[cH:19][cH:20][cH:21][cH:22][cH:23]2)[cH:10][cH:11][cH:12][cH:13][cH:14]1>>[CH2:2]([CH2:3][CH2:4][S:5](=[O:6])(=[O:7])[OH:8])[NH:17][CH2:16][CH:15]([c:9]1[cH:10][cH:11][cH:12][cH:13][cH:14]1)[c:18]1[cH:19][cH:20][cH:21][cH:22][cH:23]1.